This data is from the Open Reaction Database (ORD), a public repository of structured organic reaction records. The task is: describe an organic reaction: reactants, conditions, products, and yield Starting materials: ClC=1N=C2N(N=C(C=C2)C=CC)C1S(=O)(=O)N=CN(CC(C)C)CC(C)C (N′-(2-chloro-6-(1-propenyl)imidazo[1,2-b]pyridazin-3-ylsulfonyl)-N,N-diisobutylformamidine), ClC=1N=C2N(N=C(C=C2)C2CC2)C1S(=O)(=O)N=CN(CC(C)C)CC(C)C (N′-(2-chloro-6-cyclopropylimidazo[1,2-b]pyridazin-3-ylsulfonyl)-N,N-diisobutylformamidine). Product: ClC=1N=C2N(N=C(C=C2)\C=C\C)C1S(=O)(=O)N ((E)-2-chloro-6-(1-propenyl)imidazo[1,2-b]pyridazin-3-ylsulfonamide). Isolated yield 70.1%. RXN SMILES: [Cl:1][C:2]1[N:3]=[C:4]2[CH:9]=[CH:8][C:7]([CH:10]=[CH:11][CH3:12])=[N:6][N:5]2[C:13]=1[S:14]([N:17]=CN(CC(C)C)CC(C)C)(=[O:16])=[O:15].ClC1N=C2C=CC(C3CC3)=NN2C=1S(N=CN(CC(C)C)CC(C)C)(=O)=O>>[Cl:1][C:2]1[N:3]=[C:4]2[CH:9]=[CH:8][C:7](/[CH:10]=[CH:11]/[CH3:12])=[N:6][N:5]2[C:13]=1[S:14]([NH2:17])(=[O:15])=[O:16]. Procedure: The reaction was carried out in the same manner as in Example 8 except that N′-(2-chloro-6-(1-propenyl)imidazo[1,2-b]pyridazin-3-ylsulfonyl)-N,N-diisobutylformamidine as a mixture of E and Z was used in place of N′-(2-chloro-6-cyclopropylimidazo[1,2-b]pyridazin-3-ylsulfonyl)-N,N-diisobutylformamidine. The resulting crystals were purified by silica gel column chromatography (chloroform:methanol=20:1) to give the title compound as white crystals. The yield was 70.1%. The reactants are formula II, O1CC1COC=1SC(=CN1)C(=O)NCCCC(CC)C (1,2-epoxy-3-(5-4'-methylhexylaminocarbonylthiazol -2-oxy)-propane), N (ammonia). Solvent: C(C)O (ethanol). Run at time 20 hour. The product is NC(CCOC=1SC(=CN1)C(=O)NCCCC(CC)C)O (1-amino- 3-(5-4'-methylhexylaminocarbonylthiazol-2-oxy)-propanol). Reaction SMILES: [O:1]1[CH:3]([CH2:4][O:5][C:6]2[S:7][C:8]([C:11]([NH:13][CH2:14][CH2:15][CH2:16][CH:17]([CH3:20])[CH2:18][CH3:19])=[O:12])=[CH:9][N:10]=2)[CH2:2]1.[NH3:21]>C(O)C>[NH2:21][CH:2]([OH:1])[CH2:3][CH2:4][O:5][C:6]1[S:7][C:8]([C:11]([NH:13][CH2:14][CH2:15][CH2:16][CH:17]([CH3:20])[CH2:18][CH3:19])=[O:12])=[CH:9][N:10]=1. Reported procedure: This example illustrates methods according to the invention of converting the compounds of formula II to the corresponding compounds of formula I of the invention. In this example, 350 mg. of 1,2-epoxy-3-(5-4'-methylhexylaminocarbonylthiazol -2-oxy)-propane is dissolved in 6 ml. of anhydrous ethanol saturated with ammonia and allowed to stand at room temperature for 20 hours. The mixture is then evaporated to remove ethanol and the resulting residue purified by thin-layer chromatography on prepa... The reactants are CN1C=C2C[C@H]3N(C[C@@H](C[C@@]3(C=3C=CC=C1C32)OC)CCl)C (1,6-dimethyl-8β-chloromethyl-10α-methoxyergoline), [C-]#N (cyanide), [Na] (sodium), [C-]#N.[K+] (potassium cyanide). Solvent: CS(=O)C (dimethylsulphoxide). Product: CN1C=C2C[C@H]3N(C[C@@H](C[C@@]3(C=3C=CC=C1C32)OC)CC#N)C (1,6-dimethyl-8β-cyanomethyl-10α-methoxyergoline). Reaction SMILES: [CH3:1][N:2]1[C:16]2[C:17]3[C:4]([CH2:5][C@@H:6]4[C@@:11]([O:18][CH3:19])([C:12]=3[CH:13]=[CH:14][CH:15]=2)[CH2:10][C@@H:9]([CH2:20]Cl)[CH2:8][N:7]4[CH3:22])=[CH:3]1.[C-:23]#[N:24].[Na].[C-]#N.[K+]>CS(C)=O>[CH3:1][N:2]1[C:16]2[C:17]3[C:4]([CH2:5][C@@H:6]4[C@@:11]([O:18][CH3:19])([C:12]=3[CH:13]=[CH:14][CH:15]=2)[CH2:10][C@@H:9]([CH2:20][C:23]#[N:24])[CH2:8][N:7]4[CH3:22])=[CH:3]1 |f:3.4,^1:24|. Procedure: The starting material for preparing compounds of the present invention is, preferably, 1-methyl-lumilysergol-10-methylether or 1,6-dimethyl-8β-hydroxymethyl-10α-methoxyergoline (I), described and claimed in the Bernardi et al. U.S. Pat. No. 3,228,943. It is reacted at a temperature between 40° and 50° C with the chloride of an aryl- or alkylsulphonic-acid, such as tosyl chloride or mesyl chloride, in pyridine and in the presence of pyridinium chloride, to give the corresponding 8-chloromethyl de... The reactants are S([O-])(O)(=O)=O.[K+] (potassium bisulfate), C(C)(C)(C)OC(=O)N[C@H](C(=O)[O-])C1=CC=C(C=C1)Cl.C1(CCCCC1)[NH2+]C1CCCCC1 (dicyclohexylammonium (S)-t-butoxycarbonylamino-(4-chloro-phenyl)acetate), C[Si](C)(C)C=[N+]=[N-] (trimethylsilyldiazomethane), CCCCCC (hexane). The solvent is CCOCC (ether). Reaction conditions: time 10 minute. Yields the product COC([C@H](C1=CC=C(C=C1)Cl)NC(=O)OC(C)(C)C)=O ((S)-t-butoxycarbonylamino-(4-chloro-phenyl)-acetic Acid Methyl Ester). Yield: 96.5%. Reaction SMILES: S(=O)(=O)(O)[O-].[K+].[C:7]([O:11][C:12]([NH:14][C@@H:15]([C:19]1[CH:24]=[CH:23][C:22]([Cl:25])=[CH:21][CH:20]=1)[C:16]([O-:18])=[O:17])=[O:13])([CH3:10])([CH3:9])[CH3:8].[CH:26]1([NH2+]C2CCCCC2)CCCCC1.C[Si](C=[N+]=[N-])(C)C.CCCCCC>CCOCC>[CH3:26][O:17][C:16](=[O:18])[C@@H:15]([NH:14][C:12]([O:11][C:7]([CH3:10])([CH3:8])[CH3:9])=[O:13])[C:19]1[CH:24]=[CH:23][C:22]([Cl:25])=[CH:21][CH:20]=1 |f:0.1,2.3|. Reported procedure: A 0.5 N potassium bisulfate aqueous solution (4.0 mL) was added to a suspension of dicyclohexylammonium (S)-t-butoxycarbonylamino-(4-chloro-phenyl)acetate (307 mg, 0.657 mmol) in ether (8.0 mL) at room temperature, and the mixture was stirred for 10 minutes. Then, the ether layer was separated, and the aqueous layer was extracted with ether (2×8 mL) and combined with the organic layer. The ether layer was washed with water (12 mL), dried over anhydrous magnesium sulfate and then concentrated und... The reactants are CC(CBr)C (2-methylbromopropane), [H-].[Na+] (Sodium hydride), suspension, S1(NN=CC2=C1SC(=C2)S(=O)(=O)N)(=O)=O (2H-Thieno[3,2-e]-1,2,3-thiadiazine-6-sulfonamide 1,1-dioxide). Run in CN(C)C=O (DMF), O (water). Run at temperature 60 celsius, time 15 minute. Product: CC(CN1S(C2=C(C=N1)C=C(S2)S(=O)(=O)N)(=O)=O)C (2-(2-Methylpropyl)-2H-thieno[3,2-e]-1,2,3-thiadiazine-6-sulfonamide 1,1-dioxide). Reaction SMILES: [S:1]1(=[O:15])(=[O:14])[C:6]2[S:7][C:8]([S:10]([NH2:13])(=[O:12])=[O:11])=[CH:9][C:5]=2[CH:4]=[N:3][NH:2]1.[H-].[Na+].[CH3:18][CH:19]([CH3:22])[CH2:20]Br>CN(C=O)C.O>[CH3:18][CH:19]([CH3:22])[CH2:20][N:2]1[N:3]=[CH:4][C:5]2[CH:9]=[C:8]([S:10]([NH2:13])(=[O:11])=[O:12])[S:7][C:6]=2[S:1]1(=[O:14])=[O:15] |f:1.2|. Reported procedure: The product from step C (0.05 g, 0.18 mmol) was dissolved in DMF (1 mL). Sodium hydride (0.016 g, 40 mmol of a 60% suspension in mineral oil) was added slowly at room temperature. The mixture was stirred for 15 min and then 2-methylbromopropane (0.024 mL, 0.40 mmol) was added. The mixture was warmed to 60° C. and stirred for 12h. DMF was evaporated under high vacuum. The residue obtained was diluted with water (1 mL) and the mixture was extracted with ethyl acetate (3×1 mL). The combined extract... Starting materials: CC(C)(C#N)N=NC(C)(C)C#N (AIBN), ClC1=CC=C2C(=N1)SN=C2C (6-chloro-3-methylisothiazolo[5,4-b]pyridine), BrNC(CCC(=O)N)=O (N-bromosuccinamide). Run in C(Cl)(Cl)(Cl)Cl (carbon tetrachloride). Conditions: temperature 80 celsius. Yields the product BrCC1=NSC2=NC(=CC=C21)Cl (3-(bromomethyl)-6-chloroisothiazolo[5,4-b]pyridine). As a reaction SMILES: CC(N=NC(C#N)(C)C)(C#N)C.[Cl:13][C:14]1[N:19]=[C:18]2[S:20][N:21]=[C:22]([CH3:23])[C:17]2=[CH:16][CH:15]=1.[Br:24]NC(=O)CCC(N)=O>C(Cl)(Cl)(Cl)Cl>[Br:24][CH2:23][C:22]1[C:17]2[C:18](=[N:19][C:14]([Cl:13])=[CH:15][CH:16]=2)[S:20][N:21]=1. Procedure details: AIBN (1.35 mmol) was added to a solution of 6-chloro-3-methylisothiazolo[5,4-b]pyridine (13.5 mmol) and N-bromosuccinamide (27.1 mmol) in carbon tetrachloride (25 mL). The reaction mixture was heated at 80° C. for 6 h, allowed to cool to rt, and the precipitated solids were removed by filtration. The filtrate was concentrated to provide crude 3-(bromomethyl)-6-chloroisothiazolo[5,4-b]pyridine as yellow oil.